This data is from the Open Reaction Database (ORD), a public repository of structured organic reaction records. The task is: describe an organic reaction: reactants, conditions, products, and yield The reactants are CS(C)=O, CCN(C(C)C)C(C)C, O, c1ccc(-c2nsc(N3CCNCC3)n2)cc1, O=C(Nc1ccncn1)OCC(Cl)(Cl)Cl. Yields the product O=C(Nc1ccncn1)N1CCN(c2nc(-c3ccccc3)ns2)CC1. RXN SMILES: [CH3:42][S:43]([CH3:44])=[O:45].[CH:33]([N:34]([CH:35]([CH3:36])[CH3:37])[CH2:38][CH3:39])([CH3:40])[CH3:41].[OH2:46].[c:16]1(-[c:22]2[n:23][s:24][c:25]([N:27]3[CH2:28][CH2:29][NH:30][CH2:31][CH2:32]3)[n:26]2)[cH:17][cH:18][cH:19][cH:20][cH:21]1.[n:1]1[cH:2][n:3][c:4]([NH:7][C:8]([O:9][CH2:10][C:11]([Cl:12])([Cl:13])[Cl:14])=[O:15])[cH:5][cH:6]1>>[n:1]1[cH:2][n:3][c:4]([NH:7][C:8](=[O:15])[N:30]2[CH2:29][CH2:28][N:27]([c:25]3[s:24][n:23][c:22](-[c:16]4[cH:17][cH:18][cH:19][cH:20][cH:21]4)[n:26]3)[CH2:32][CH2:31]2)[cH:5][cH:6]1. Reactants: C1(CCCCC1)C1CCC(CC1)=O (4-cyclohexylcyclohexanone), C(C)(=O)O (acetic acid), P(OCC)(OCC)(=O)NN (diethyl phosphorohydrazidate). The solvent is C(Cl)Cl (CH2Cl2), C(Cl)Cl (CH2Cl2). Reaction conditions: time 27 hour. Yields the product C1(CCCCC1)C1CCC(CC1)=NNP(OCC)(OCC)=O (4-Cyclohexylcyclohexylidenephosphorohydrazidic Acid, Diethyl Ester). RXN SMILES: [CH:1]1([CH:7]2[CH2:12][CH2:11][C:10](=O)[CH2:9][CH2:8]2)[CH2:6][CH2:5][CH2:4][CH2:3][CH2:2]1.C(O)(=O)C.[P:18]([NH:26][NH2:27])(=[O:25])([O:22][CH2:23][CH3:24])[O:19][CH2:20][CH3:21]>C(Cl)Cl>[CH:1]1([CH:7]2[CH2:12][CH2:11][C:10](=[N:27][NH:26][P:18](=[O:25])([O:22][CH2:23][CH3:24])[O:19][CH2:20][CH3:21])[CH2:9][CH2:8]2)[CH2:6][CH2:5][CH2:4][CH2:3][CH2:2]1. Reported procedure: To a solution of 4-cyclohexylcyclohexanone (27.04 g) and acetic acid (3 ml) in CH2Cl2 (400 ml) was added a solution of diethyl phosphorohydrazidate (28.91 g) in CH2Cl2 (100 ml). The reaction was stirred at room temperature for 27 hours and then was concentrated under reduced pressure. Toluene was added (2×) and removed under reduced pressure in order to aid in the removal of acetic acid by co-distillation. The residual yellow liquid was the product and was used without further purification. TLC ... The reactants are COC1=NC(=C(C=C1C=C[N+](=O)[O-])CC)C (2-methoxy-3-(2-nitroethenyl)-5-ethyl-6-methylpyridine). The reagents and catalysts are [Pd] (palladium/carbon). Solvent: CO (methanol), Cl (hydrogen chloride). Run at time 15 hour. The product is COC1=NC(=C(C=C1CCN)CC)C (2-methoxy-3-(2-aminoethyl)-5-ethyl-6-methylpyridine). Reaction SMILES: [CH3:1][O:2][C:3]1[C:8]([CH:9]=[CH:10][N+:11]([O-])=O)=[CH:7][C:6]([CH2:14][CH3:15])=[C:5]([CH3:16])[N:4]=1>CO.Cl.[Pd]>[CH3:1][O:2][C:3]1[C:8]([CH2:9][CH2:10][NH2:11])=[CH:7][C:6]([CH2:14][CH3:15])=[C:5]([CH3:16])[N:4]=1. Reported procedure: A suspension of 2-methoxy-3-(2-nitroethenyl)-5-ethyl-6-methylpyridine (445 mg, 2.0 mmol) in methanol (10 mL) and 4.7M methanolic hydrogen chloride (2 mL) containing 5% palladium/carbon (110 mg) was hydrogenated at atmospheric pressure over 10-20 hours. The catalyst was filtered off and the solvent evaporated. The residue was made basic with sodium hydroxide solution and the product extracted into methylene chloride, dried, filtered and the solvent evaporated to yield 332 mg of crude oily product... The reactants are O=C(O)c1ccc(N2CC(F)(F)C2)c(OCC2CC2)n1, CC(C)(O)C(N)CC1CC1. The product is CC(C)(O)C(CC1CC1)NC(=O)c1ccc(N2CC(F)(F)C2)c(OCC2CC2)n1. RXN SMILES: [CH:1]1([CH2:4][O:5][c:6]2[c:7]([N:15]3[CH2:16][C:17]([F:19])([F:20])[CH2:18]3)[cH:8][cH:9][c:10]([C:12](=[O:13])[OH:14])[n:11]2)[CH2:2][CH2:3]1.[NH2:21][CH:22]([C:23]([CH3:24])([OH:25])[CH3:26])[CH2:27][CH:28]1[CH2:29][CH2:30]1>>[CH:1]1([CH2:4][O:5][c:6]2[c:7]([N:15]3[CH2:16][C:17]([F:19])([F:20])[CH2:18]3)[cH:8][cH:9][c:10]([C:12](=[O:14])[NH:21][CH:22]([C:23]([CH3:24])([OH:25])[CH3:26])[CH2:27][CH:28]3[CH2:29][CH2:30]3)[n:11]2)[CH2:2][CH2:3]1.